Dataset: the Open Reaction Database (ORD), a public repository of structured organic reaction records. Task: describe an organic reaction: reactants, conditions, products, and yield Starting materials: Cc1c(C(=O)O)cnn1-c1ccccc1Cl, N#Cc1cc(N)ccc1N1CCC(N2CCOCC2)CC1. Yields the product Cc1c(C(=O)Nc2ccc(N3CCC(N4CCOCC4)CC3)c(C#N)c2)cnn1-c1ccccc1Cl. As a reaction SMILES: [Cl:1][c:2]1[c:3](-[n:8]2[n:9][cH:10][c:11]([C:14](=[O:15])[OH:16])[c:12]2[CH3:13])[cH:4][cH:5][cH:6][cH:7]1.[NH2:17][c:18]1[cH:19][cH:20][c:21]([N:26]2[CH2:27][CH2:28][CH:29]([N:32]3[CH2:33][CH2:34][O:35][CH2:36][CH2:37]3)[CH2:30][CH2:31]2)[c:22]([C:23]#[N:24])[cH:25]1>>[Cl:1][c:2]1[c:3](-[n:8]2[n:9][cH:10][c:11]([C:14](=[O:16])[NH:17][c:18]3[cH:19][cH:20][c:21]([N:26]4[CH2:27][CH2:28][CH:29]([N:32]5[CH2:33][CH2:34][O:35][CH2:36][CH2:37]5)[CH2:30][CH2:31]4)[c:22]([C:23]#[N:24])[cH:25]3)[c:12]2[CH3:13])[cH:4][cH:5][cH:6][cH:7]1. Starting materials: [N+](=O)([O-])C1=CC=C(COC(=O)[C@H]2C(=CS[C@H]3N2C([C@H]3NC(COC3=CC=CC=C3)=O)=O)OC(C3=CC=CC=C3)C3=CC=CC=C3)C=C1 (7β-phenoxyacetamido-3-diphenylmethoxy-ceph-2-em-4α-carboxylic acid p-nitrobenzyl ester), [N+](=O)([O-])C1=CC=C(COC(=O)C2=C(CS[C@H]3N2C([C@H]3NC(COC3=CC=CC=C3)=O)=O)OC(C3=CC=CC=C3)C3=CC=CC=C3)C=C1 (7β-phenoxyacetamido-3-diphenylmethoxy-ceph-3-em-4-carboxylic acid p-nitrobenzyl ester). The solvent is FC(C(=O)O)(F)F (trifluoroacetic acid), C(Cl)Cl (methylene chloride). Conditions: time 40 minute. Yields the product [N+](=O)([O-])C1=CC=C(COC(=O)C2=C(CS[C@H]3N2C([C@H]3NC(COC3=CC=CC=C3)=O)=O)O)C=C1 (7β-phenoxyacetamido-3-hydroxy-ceph-3-em-4-carboxylic acid p-nitrobenzyl ester). As a reaction SMILES: [N+:1]([C:4]1[CH:47]=[CH:46][C:7]([CH2:8][O:9][C:10]([C@@H:12]2[N:17]3[C:18](=[O:31])[C@@H:19]([NH:20][C:21](=[O:30])[CH2:22][O:23][C:24]4[CH:29]=[CH:28][CH:27]=[CH:26][CH:25]=4)[C@H:16]3[S:15][CH:14]=[C:13]2[O:32]C(C2C=CC=CC=2)C2C=CC=CC=2)=[O:11])=[CH:6][CH:5]=1)([O-:3])=[O:2].[N+](C1C=CC(COC(C2N3C(=O)[C@@H](NC(=O)COC4C=CC=CC=4)[C@H]3SCC=2OC(C2C=CC=CC=2)C2C=CC=CC=2)=O)=CC=1)([O-])=O>FC(F)(F)C(O)=O.C(Cl)Cl>[N+:1]([C:4]1[CH:5]=[CH:6][C:7]([CH2:8][O:9][C:10]([C:12]2[N:17]3[C:18](=[O:31])[C@@H:19]([NH:20][C:21](=[O:30])[CH2:22][O:23][C:24]4[CH:29]=[CH:28][CH:27]=[CH:26][CH:25]=4)[C@H:16]3[S:15][CH2:14][C:13]=2[OH:32])=[O:11])=[CH:46][CH:47]=1)([O-:3])=[O:2]. Reported procedure: A solution of 340 mg of the resulting isomer mixture, consisting of 7β-phenoxyacetamido-3-diphenylmethoxy-ceph-2-em-4α-carboxylic acid p-nitrobenzyl ester and 7β-phenoxyacetamido-3-diphenylmethoxy-ceph-3-em-4-carboxylic acid p-nitrobenzyl ester, in a mixture of 0.5 ml of trifluoroacetic acid and 9.5 ml of methylene chloride is stirred for 40 minutes at room temperature. The mixture is concentrated by evaporation in vacuo, toluene is added to the residue, and the mixture is again concentrated by ... The reactants are BrC1=CC(=C(C=C1)CC#N)F (4-Bromo-2-fluorophenylacetonitrile), Cl.NO (Hydroxylamine hydrochloride), C[O-].[Na+] (sodium methoxide), [Na] (sodium). Solvent: CO (methanol). Conditions: time 1 hour. The product is ON=C(CC1=C(C=C(C=C1)Br)F)N (N'-Hydroxy-2-(4-bromo-2-fluorophenyl)ethanimidamide). Yield: 81.9%. As a reaction SMILES: Cl.[NH2:2][OH:3].C[O-].[Na+].[Na].[Br:8][C:9]1[CH:14]=[CH:13][C:12]([CH2:15][C:16]#[N:17])=[C:11]([F:18])[CH:10]=1>CO>[OH:3][N:2]=[C:16]([NH2:17])[CH2:15][C:12]1[CH:13]=[CH:14][C:9]([Br:8])=[CH:10][C:11]=1[F:18] |f:0.1,2.3,^1:6|. Reported procedure: Hydroxylamine hydrochloride (8.93 g, 128.5 mmol), was added in one portion to a solution of sodium methoxide, freshly prepared from sodium (2.96 g, 128.5 mmol) in methanol (200 mL). The resulting mixture was stirred 1 hour at room temperature, during which a precipitate was formed. 4-Bromo-2-fluorophenylacetonitrile (11.0 g, 51.4 mmol) was added and the resulting mixture heated to reflux for 20 hours. A white solid was removed by filtration of the hot mixture and discarded. The filtrate was conc... Product: OCC1=NN(C=C1)C1=C(C(=O)OCC)C=CC=N1 (Ethyl 2-(3-(hydroxymethyl)-1H-pyrazol-1-yl)nicotinate). Run at temperature 25 celsius, time 1 hour. Reaction SMILES: [CH:1]([C:3]1[CH:7]=[CH:6][N:5]([C:8]2[N:18]=[CH:17][CH:16]=[CH:15][C:9]=2[C:10]([O:12][CH2:13][CH3:14])=[O:11])[N:4]=1)=[O:2].[BH4-].[Na+]>C(O)C>[OH:2][CH2:1][C:3]1[CH:7]=[CH:6][N:5]([C:8]2[N:18]=[CH:17][CH:16]=[CH:15][C:9]=2[C:10]([O:12][CH2:13][CH3:14])=[O:11])[N:4]=1 |f:1.2|. Starting materials: C(=O)C1=NN(C=C1)C1=C(C(=O)OCC)C=CC=N1 (ethyl 2-(3-formyl-1H-pyrazol-1-yl)nicotinate), [BH4-].[Na+] (NaBH4), ice water. Solvent: C(C)O (ethanol). Procedure details: To ethyl 2-(3-formyl-1H-pyrazol-1-yl)nicotinate (6 g, 9.79 mmol) in ethanol (100 mL) at 10° C. NaBH4 (0.741 g, 19.57 mmol) was added and stirred at 25° C. for 1 hr. For work up the mixture was poured into 200 mL of ice water, extracted twice with ethyl acetate, the combined organic layers subsequently washed with water and brine, dried (MgSO4), filtered and concentrated to give 7.2 g of a yellow oil. Purification by chromatography over silica gel (eluent CH2Cl2+0-10% methanol) gave 2.36 g of the... The yield is 297.4%. Reactants: C1CCOC1, COC(=O)C=Cc1sc2ccccc2c1Cl. Yields the product COC(=O)CCc1sc2ccccc2c1Cl. Reaction SMILES: [CH2:17]1[O:18][CH2:19][CH2:20][CH2:21]1.[CH3:1][O:2][C:3]([CH:4]=[CH:5][c:6]1[c:7]([Cl:15])[c:8]2[c:9]([s:10]1)[cH:11][cH:12][cH:13][cH:14]2)=[O:16]>>[CH3:1][O:2][C:3]([CH2:4][CH2:5][c:6]1[c:7]([Cl:15])[c:8]2[c:9]([s:10]1)[cH:11][cH:12][cH:13][cH:14]2)=[O:16]. The reactants are CCOC(=O)N1CCN(C(=O)C(CCC(=O)OC(C)(C)C)NC(=O)c2cc(OCC(=O)N3CCC(C(=O)OCc4ccccc4)C3)n(-c3ccccc3)n2)CC1, CCOC(C)=O, [H][H]. As a reaction SMILES: [CH2:1]([CH3:2])[O:3][C:4](=[O:5])[N:6]1[CH2:7][CH2:8][N:9]([C:12]([CH:13]([CH2:14][CH2:15][C:16](=[O:17])[O:18][C:19]([CH3:20])([CH3:21])[CH3:22])[NH:23][C:24](=[O:25])[c:26]2[n:27][n:28](-[c:50]3[cH:51][cH:52][cH:53][cH:54][cH:55]3)[c:29]([O:31][CH2:32][C:33](=[O:34])[N:35]3[CH2:36][CH:37]([C:40](=[O:41])[O:42][CH2:43][c:44]4[cH:45][cH:46][cH:47][cH:48][cH:49]4)[CH2:38][CH2:39]3)[cH:30]2)=[O:56])[CH2:10][CH2:11]1.[CH3:59][CH2:60][O:61][C:62](=[O:63])[CH3:64].[H:57][H:58]>>[CH2:1]([CH3:2])[O:3][C:4](=[O:5])[N:6]1[CH2:7][CH2:8][N:9]([C:12]([CH:13]([CH2:14][CH2:15][C:16](=[O:17])[O:18][C:19]([CH3:20])([CH3:21])[CH3:22])[NH:23][C:24](=[O:25])[c:26]2[n:27][n:28](-[c:50]3[cH:51][cH:52][cH:53][cH:54][cH:55]3)[c:29]([O:31][CH2:32][C:33](=[O:34])[N:35]3[CH2:36][CH:37]([C:40](=[O:41])[OH:42])[CH2:38][CH2:39]3)[cH:30]2)=[O:56])[CH2:10][CH2:11]1. Yields the product CCOC(=O)N1CCN(C(=O)C(CCC(=O)OC(C)(C)C)NC(=O)c2cc(OCC(=O)N3CCC(C(=O)O)C3)n(-c3ccccc3)n2)CC1. The reactants are C(O)([O-])=O.[Na+] (sodium hydrogen carbonate), Cl.BrC=1C=C(CN)C=CC1F (3-bromo-4-fluorobenzylamine hydrochloride), O1CCC(CC1)=O (Tetrahydro-4H-pyran-4-one), C(C)(=O)O[BH-](OC(C)=O)OC(C)=O.[Na+] (Sodium triacetoxyborohydride). Solvent: C(Cl)(Cl)Cl (chloroform), C(C)N(CC)CC (Triethylamine). Conditions: time 10 minute. Yields the product BrC=1C=C(CNC2CCOCC2)C=CC1F (N-(3-Bromo-4-fluorobenzyl)tetrahydro-2H-pyran-4-amine). Yield: 80.8%. Reaction SMILES: Cl.[Br:2][C:3]1[CH:4]=[C:5]([CH:8]=[CH:9][C:10]=1[F:11])[CH2:6][NH2:7].[O:12]1[CH2:17][CH2:16][C:15](=O)[CH2:14][CH2:13]1.C(O[BH-](OC(=O)C)OC(=O)C)(=O)C.[Na+].C(=O)([O-])O.[Na+]>C(Cl)(Cl)Cl.C(N(CC)CC)C>[Br:2][C:3]1[CH:4]=[C:5]([CH:8]=[CH:9][C:10]=1[F:11])[CH2:6][NH:7][CH:15]1[CH2:16][CH2:17][O:12][CH2:13][CH2:14]1 |f:0.1,3.4,5.6|. Procedure details: Triethylamine (2.52 g) was added to a suspension of 3-bromo-4-fluorobenzylamine hydrochloride (2.79 g) in chloroform (50 mL), and the mixture was stirred at room temperature for 10 min. Tetrahydro-4H-pyran-4-one (2.29 g) was added thereto and the mixture was stirred at room temperature for 30 min. Sodium triacetoxyborohydride (4.85 g) was added thereto, followed by further stirring for 1 hr. Saturated aqueous sodium hydrogen carbonate solution was added to the reaction mixture, and the resulting... Reactants: NCC1=CC=2C=3C(C(=NSCC13)N(C(=O)OC(C)(C)C)C(=O)OC(C)(C)C)=NN(N2)CC2=NC=C(C(=C2C)OC)C (di-tert-butyl {8-(aminomethyl)-2-[(4-methoxy-3,5-dimethylpyridin-2-yl)methyl]-2,7-dihydro-6-thia-1,2,3,5-tetraazabenzo[cd]azulen-4-yl}imidodicarbonate), N1=CC=CC=C1 (pyridine), C(C)(=O)OC(C)=O (acetic anhydride). Run in ClCCl (dichloromethane). Reaction conditions: time 20 hour. Yields the product NC=1C=2C=3C(C=C(C3CSN1)CNC(C)=O)=NN(N2)CC2=NC=C(C(=C2C)OC)C (N-({4-Amino-2-[(4-methoxy-3,5-dimethylpyridin-2-yl)methyl]-2,7-dihydro-6-thia-1,2,3,5-tetraazabenzo[cd]azulen-8-yl}methyl)acetamide). As a reaction SMILES: [NH2:1][CH2:2][C:3]1[C:12]2[CH2:11][S:10][N:9]=[C:8]([N:13](C(OC(C)(C)C)=O)C(OC(C)(C)C)=O)[C:7]3=[N:28][N:29]([CH2:31][C:32]4[C:37]([CH3:38])=[C:36]([O:39][CH3:40])[C:35]([CH3:41])=[CH:34][N:33]=4)[N:30]=[C:5]([C:6]=23)[CH:4]=1.N1C=CC=CC=1.[C:48](OC(=O)C)(=[O:50])[CH3:49]>ClCCl>[NH2:13][C:8]1[C:7]2[C:6]3[C:5](=[N:30][N:29]([CH2:31][C:32]4[C:37]([CH3:38])=[C:36]([O:39][CH3:40])[C:35]([CH3:41])=[CH:34][N:33]=4)[N:28]=2)[CH:4]=[C:3]([CH2:2][NH:1][C:48](=[O:50])[CH3:49])[C:12]=3[CH2:11][S:10][N:9]=1. Reported procedure: A mixture composed of di-tert-butyl {8-(aminomethyl)-2-[(4-methoxy-3,5-dimethylpyridin-2-yl)methyl]-2,7-dihydro-6-thia-1,2,3,5-tetraazabenzo[cd]azulen-4-yl}imidodicarbonate of Example 112 (20 mg), pyridine (8.3 μl), acetic anhydride (5 μl) and dichloromethane (0.5 ml) was stirred at room temperature for 20 hours. The reaction mixture was concentrated under reduced pressure. Dichloromethane (2 ml) and trifluoroacetic acid (0.5 ml) were added to the resulting residue, and the mixture was stirred a... The reactants are C(=O)CC1CCN(CC1)CC1(OC2=C(C1)C(=C(C(=C2C)C)NC(OC(C)(C)C)=O)C)C (tert-butyl [2-[[4-(formylmethyl)-1-piperidinyl]methyl]-2,3-dihydro-2,4,6,7-tetramethylbenzofuran-5-yl]carbamate), C1(=CC=CC=C1)C(C1=CC=CC=C1)N (1,1-diphenylmethylamine), Cl (HCl), C(#N)[BH3-].[Na+] (sodium cyanoborohydride), CC1=C(C=C(C(=C1Br)O)Br)C2(C=3C=CC=CC3S(=O)(=O)O2)C=4C=C(C(=C(C4C)Br)O)Br (bromocresol green), C(O)([O-])=O.[Na+] (sodium hydrogen carbonate). The product is C1(=CC=CC=C1)C(C1=CC=CC=C1)NCCC1CCN(CC1)CC1(OC2=C(C1)C(=C(C(=C2C)C)NC(OC(C)(C)C)=O)C)C (Tert-butyl [2-[[4-[2-[(diphenylmethyl)amino]ethyl]-1-piperidinyl]methyl]-2,3-dihydro-2,4,6,7-tetramethylbenzofuran-5-yl]carbamate). Solvent: C(C)O (ethanol), C(C)O (ethanol). As a reaction SMILES: [CH:1]([CH2:3][CH:4]1[CH2:9][CH2:8][N:7]([CH2:10][C:11]2([CH3:31])[CH2:15][C:14]3[C:16]([CH3:30])=[C:17]([NH:22][C:23](=[O:29])[O:24][C:25]([CH3:28])([CH3:27])[CH3:26])[C:18]([CH3:21])=[C:19]([CH3:20])[C:13]=3[O:12]2)[CH2:6][CH2:5]1)=O.[C:32]1([CH:38]([NH2:45])[C:39]2[CH:44]=[CH:43][CH:42]=[CH:41][CH:40]=2)[CH:37]=[CH:36][CH:35]=[CH:34][CH:33]=1.C([BH3-])#N.[Na+].CC1C(Br)=C(O)C(Br)=CC=1C1(C2C=C(Br)C(O)=C(Br)C=2C)OS(=O)(=O)C2C=CC=CC1=2.Cl.C(=O)([O-])O.[Na+]>C(O)C>[C:32]1([CH:38]([NH:45][CH2:1][CH2:3][CH:4]2[CH2:5][CH2:6][N:7]([CH2:10][C:11]3([CH3:31])[CH2:15][C:14]4[C:16]([CH3:30])=[C:17]([NH:22][C:23](=[O:29])[O:24][C:25]([CH3:26])([CH3:27])[CH3:28])[C:18]([CH3:21])=[C:19]([CH3:20])[C:13]=4[O:12]3)[CH2:8][CH2:9]2)[C:39]2[CH:40]=[CH:41][CH:42]=[CH:43][CH:44]=2)[CH:37]=[CH:36][CH:35]=[CH:34][CH:33]=1 |f:2.3,6.7|. The yield is 77.0%. Procedure: A solution of tert-butyl [2-[[4-(formylmethyl)-1-piperidinyl]methyl]-2,3-dihydro-2,4,6,7-tetramethylbenzofuran-5-yl]carbamate (1.5 g) and 1,1-diphenylmethylamine (0.60 mL) in ethanol (20 mL) was stirred on an ice bath for 30 minutes. Then, 0.26 g of sodium cyanoborohydride and a small amount of bromocresol green were added. Thereafter, 4N-HCl solution in ethanol was added until the reaction mixture had turned yellow. The mixture was stirred for 1 hour, after which it was poured in an excess of a... Run at time 1 hour.